From a dataset of the Open Reaction Database (ORD), a public repository of structured organic reaction records. describe an organic reaction: reactants, conditions, products, and yield Reactants: F[B-](F)(F)F, CC(C)(C)c1ccc(CNCCc2ccc(F)c(F)c2)cc1, CCN(C(C)C)C(C)C, CN(C)C=O, O, CN(C)C(On1nnc2ccccc21)=[N+](C)C, O=C(O)c1cccc2cc[nH]c12. The product is CC(C)(C)c1ccc(CN(CCc2ccc(F)c(F)c2)C(=O)c2cccc3cc[nH]c23)cc1. Reaction SMILES: [B-:13]([F:14])([F:15])([F:16])[F:17].[C:44]([CH3:45])([CH3:46])([CH3:47])[c:48]1[cH:49][cH:50][c:51]([CH2:52][NH:53][CH2:54][CH2:55][c:56]2[cH:57][c:58]([F:63])[c:59]([F:62])[cH:60][cH:61]2)[cH:64][cH:65]1.[CH:35]([N:36]([CH2:37][CH3:38])[CH:39]([CH3:40])[CH3:41])([CH3:42])[CH3:43].[O:66]=[CH:67][N:68]([CH3:69])[CH3:70].[OH2:71].[n:18]1([O:19][C:20]([N:21]([CH3:22])[CH3:23])=[N+:24]([CH3:25])[CH3:26])[c:27]2[cH:28][cH:29][cH:30][cH:31][c:32]2[n:33][n:34]1.[nH:1]1[cH:2][cH:3][c:4]2[cH:5][cH:6][cH:7][c:8]([C:10](=[O:11])[OH:12])[c:9]12>>[nH:1]1[cH:2][cH:3][c:4]2[cH:5][cH:6][cH:7][c:8]([C:10](=[O:12])[N:53]([CH2:52][c:51]3[cH:50][cH:49][c:48]([C:44]([CH3:45])([CH3:46])[CH3:47])[cH:65][cH:64]3)[CH2:54][CH2:55][c:56]3[cH:57][c:58]([F:63])[c:59]([F:62])[cH:60][cH:61]3)[c:9]12.